From a dataset of the Open Reaction Database (ORD), a public repository of structured organic reaction records. describe an organic reaction: reactants, conditions, products, and yield Starting materials: CC(=O)CC(C)C, Cc1c(Cl)ccc2[nH]c(=O)n(C3CCNCC3)c12, Fc1ccc(C(CCCCl)c2ccc(F)cc2)cc1, [I-], [K+], [Na+], [Na+], O=C([O-])[O-], O. Yields the product Cc1c(Cl)ccc2[nH]c(=O)n(C3CCN(CCCC(c4ccc(F)cc4)c4ccc(F)cc4)CC3)c12. RXN SMILES: [CH3:47][CH:48]([CH3:49])[CH2:50][C:51](=[O:52])[CH3:53].[Cl:20][c:21]1[cH:22][cH:23][c:24]2[c:25]([n:26]([CH:30]3[CH2:31][CH2:32][NH:33][CH2:34][CH2:35]3)[c:27](=[O:29])[nH:28]2)[c:36]1[CH3:37].[F:1][c:2]1[cH:3][cH:4][c:5]([CH:8]([CH2:9][CH2:10][CH2:11][Cl:12])[c:13]2[cH:14][cH:15][c:16]([F:19])[cH:17][cH:18]2)[cH:6][cH:7]1.[I-:45].[K+:44].[Na+:38].[Na+:39].[O-:40][C:41](=[O:42])[O-:43].[OH2:46]>>[F:1][c:2]1[cH:3][cH:4][c:5]([CH:8]([CH2:9][CH2:10][CH2:11][N:33]2[CH2:32][CH2:31][CH:30]([n:26]3[c:25]4[c:24]([cH:23][cH:22][c:21]([Cl:20])[c:36]4[CH3:37])[nH:28][c:27]3=[O:29])[CH2:35][CH2:34]2)[c:13]2[cH:14][cH:15][c:16]([F:19])[cH:17][cH:18]2)[cH:6][cH:7]1. Reactants: compound 49a, C(C)OC(C(CC(C)C)C=1C=C(C=C(C1)C1CN(CCC1)CC1=CC2=C(N=NS2)C=C1)C1=CC=C(C=C1)C(F)(F)F)=O (2-[5-(1-Benzo[1,2,3]thiadiazol-6-ylmethyl-piperidin-3-yl)-4′-trifluoromethyl-biphenyl-3-yl]-4-methyl-pentanoic acid ethyl ester), [OH-].[K+] (KOH). Run in CCO (EtOH). Reaction conditions: temperature 78 celsius. Product: S1N=NC2=C1C=C(C=C2)CN2CC(CCC2)C=2C=C(C=C(C2)C2=CC=C(C=C2)C(F)(F)F)C(C(=O)O)CC(C)C (2-[5-(1-Benzo [1,2,3]thiadiazol-6-ylmethyl-piperidin-3-yl)-4′-trifluoromethyl-biphenyl-3-yl]-4-methyl-pentanoic acid). As a reaction SMILES: C([O:3][C:4](=[O:42])[CH:5]([C:10]1[CH:11]=[C:12]([C:32]2[CH:37]=[CH:36][C:35]([C:38]([F:41])([F:40])[F:39])=[CH:34][CH:33]=2)[CH:13]=[C:14]([CH:16]2[CH2:21][CH2:20][CH2:19][N:18]([CH2:22][C:23]3[CH:31]=[CH:30][C:26]4[N:27]=[N:28][S:29][C:25]=4[CH:24]=3)[CH2:17]2)[CH:15]=1)[CH2:6][CH:7]([CH3:9])[CH3:8])C.[OH-].[K+]>CCO>[S:29]1[C:25]2[CH:24]=[C:23]([CH2:22][N:18]3[CH2:19][CH2:20][CH2:21][CH:16]([C:14]4[CH:15]=[C:10]([CH:5]([CH2:6][CH:7]([CH3:9])[CH3:8])[C:4]([OH:42])=[O:3])[CH:11]=[C:12]([C:32]5[CH:37]=[CH:36][C:35]([C:38]([F:40])([F:41])[F:39])=[CH:34][CH:33]=5)[CH:13]=4)[CH2:17]3)[CH:31]=[CH:30][C:26]=2[N:27]=[N:28]1 |f:1.2|. Reported procedure: To compound 49a, 2-[5-(1-Benzo[1,2,3]thiadiazol-6-ylmethyl-piperidin-3-yl)-4′-trifluoromethyl-biphenyl-3-yl]-4-methyl-pentanoic acid ethyl ester (67.0 mg, 0.11 mmol) in EtOH (5.0 ml) was added 2M KOH (0.56 ml, 1.1 mmol). The reaction was heated to 78° C. for 3 hour, cooled to room temperature, and concentrated in vacuo. Purification via Gilson HPLC, salt exchange with 1N HCl (aqueous) gave the product as a white lyophilate, (46 mg, 68%). 1H NMR (400 MHz, MeOD) δ ppm 0.89-0.96 (m, 6 H) 1.44-1.55 ... The reactants are CC(C)(C)c1cc(C=C2SC(=S)NC2=O)cc(C(C)(C)C)c1O, CC1=C(C(=O)[O-])CC(C(=O)[O-])=C(C)N1, Cc1ccccc1. Yields the product CC(C)(C)c1cc(CC2SC(=S)NC2=O)cc(C(C)(C)C)c1O. As a reaction SMILES: [CH3:1][C:2]([CH3:3])([CH3:4])[c:5]1[cH:6][c:7]([CH:16]=[C:17]2[C:18](=[O:23])[NH:19][C:20](=[S:22])[S:21]2)[cH:8][c:9]([C:12]([CH3:13])([CH3:14])[CH3:15])[c:10]1[OH:11].[CH3:24][C:25]1=[C:34]([C:35]([O-:36])=[O:37])[CH2:33][C:29]([C:30]([O-:31])=[O:32])=[C:27]([CH3:28])[NH:26]1.[CH3:38][c:39]1[cH:40][cH:41][cH:42][cH:43][cH:44]1>>[CH3:1][C:2]([CH3:3])([CH3:4])[c:5]1[cH:6][c:7]([CH2:16][CH:17]2[C:18](=[O:23])[NH:19][C:20](=[S:22])[S:21]2)[cH:8][c:9]([C:12]([CH3:13])([CH3:14])[CH3:15])[c:10]1[OH:11]. The reactants are CO, O=[N+]([O-])c1cc(C(F)(F)F)ccc1OCCN1CCCC1. Product: Nc1cc(C(F)(F)F)ccc1OCCN1CCCC1. Reaction SMILES: [CH3:22][OH:23].[N+:1]([O-:2])(=[O:3])[c:4]1[c:5]([O:6][CH2:7][CH2:8][N:9]2[CH2:10][CH2:11][CH2:12][CH2:13]2)[cH:14][cH:15][c:16]([C:18]([F:19])([F:20])[F:21])[cH:17]1>>[NH2:1][c:4]1[c:5]([O:6][CH2:7][CH2:8][N:9]2[CH2:10][CH2:11][CH2:12][CH2:13]2)[cH:14][cH:15][c:16]([C:18]([F:19])([F:20])[F:21])[cH:17]1. The reactants are C(CCC)[Sn](C=1N=CSC1)(CCCC)CCCC (4-(tributylstannyl)thiazole), ClC=1SC=CC1[N+](=O)[O-] (2-chloro-3-nitrothiophene). Product: [N+](=O)([O-])C1=C(SC=C1)C=1N=CSC1 (4-(3-Nitrothiophen-2-yl)thiazole). As a reaction SMILES: C([Sn](CCCC)(CCCC)[C:6]1[N:7]=[CH:8][S:9][CH:10]=1)CCC.Cl[C:20]1[S:21][CH:22]=[CH:23][C:24]=1[N+:25]([O-:27])=[O:26]>>[N+:25]([C:24]1[CH:23]=[CH:22][S:21][C:20]=1[C:6]1[N:7]=[CH:8][S:9][CH:10]=1)([O-:27])=[O:26]. Reported procedure: 4-(3-Nitrothiophen-2-yl)thiazole was prepared from 4-(tributylstannyl)thiazole (0.51 g, 1.31 mmol) and 2-chloro-3-nitrothiophene (0.21 g, 1.31 mmol) according to protocol E. Retention time (min)=2.012, method [1], MS(ESI) 212.9 (M+H).